From a dataset of the Open Reaction Database (ORD), a public repository of structured organic reaction records. describe an organic reaction: reactants, conditions, products, and yield Starting materials: ClC1=NC(=CC=C1NC(C(=O)OCC)=O)Cl (ethyl 2-(2,6-dichloropyridin-3-ylamino)-2-oxoacetate), COC=1C=CC(=CC1)P2(=S)SP(=S)(S2)C=3C=CC(=CC3)OC (Lawesson's Reagent). The solvent is C1(=CC=CC=C1)C (toluene). Conditions: temperature 90 celsius, time 4 hour. Yields the product ClC1=NC(=CC=C1NC(C(=O)OCC)=S)Cl (ethyl 2-(2,6-dichloropyridin-3-ylamino)-2-thioxoacetate). Reaction SMILES: [Cl:1][C:2]1[C:7]([NH:8][C:9](=O)[C:10]([O:12][CH2:13][CH3:14])=[O:11])=[CH:6][CH:5]=[C:4]([Cl:16])[N:3]=1.COC1C=CC(P2(SP(C3C=CC(OC)=CC=3)(=S)S2)=[S:26])=CC=1>C1(C)C=CC=CC=1>[Cl:1][C:2]1[C:7]([NH:8][C:9](=[S:26])[C:10]([O:12][CH2:13][CH3:14])=[O:11])=[CH:6][CH:5]=[C:4]([Cl:16])[N:3]=1. Procedure: To a solution of ethyl 2-(2,6-dichloropyridin-3-ylamino)-2-oxoacetate (48.92 g, 186.0 mmol) in toluene (380 mL) was added Lawesson's Reagent (75.21 g, 186.0 mmol), and the resulting suspension was stirred at 90° C. for 4 h. The reaction mixture was then cooled to room temperature and filtered through Celite™, washing with 300 mL toluene. The combined filtrates were concentrated in vacuo at 40° C., and the residue was taken up in CH2Cl2 (200 mL) and filtered through a 200 g pad of silica gel, was...